Dataset: the Open Reaction Database (ORD), a public repository of structured organic reaction records. Task: describe an organic reaction: reactants, conditions, products, and yield Starting materials: COC(=O)Oc1ccc(F)cc1C, [K+], O=[N+]([O-])[O-], O, O=S(=O)(O)O. Yields the product COC(=O)Oc1cc([N+](=O)[O-])c(F)cc1C. RXN SMILES: [CH3:1][O:2][C:3]([O:4][c:5]1[c:6]([CH3:12])[cH:7][c:8]([F:11])[cH:9][cH:10]1)=[O:13].[K+:18].[N+:14](=[O:15])([O-:16])[O-:17].[OH2:19].[S:20](=[O:21])(=[O:22])([OH:23])[OH:24]>>[CH3:1][O:2][C:3]([O:4][c:5]1[c:6]([CH3:12])[cH:7][c:8]([F:11])[c:9]([N+:14](=[O:15])[O-:16])[cH:10]1)=[O:13]. The reactants are NCCO (2-aminoethanol), CSC(=C[N+](=O)[O-])SC (1,1-bis(methylthio)-2-nitroethene). Solvent: C1(=CC=CC=C1)C (toluene). Yields the product OCCNC(=C[N+](=O)[O-])NCCO (N,N'-bis(2-hydroxyethyl)-2-nitro-1,1-ethenediamine). The yield is 98.2%. Reaction SMILES: [NH2:1][CH2:2][CH2:3][OH:4].CS[C:7](SC)=[CH:8][N+:9]([O-:11])=[O:10]>C1(C)C=CC=CC=1>[OH:4][CH2:3][CH2:2][NH:1][C:7]([NH:1][CH2:2][CH2:3][OH:4])=[CH:8][N+:9]([O-:11])=[O:10]. Reported procedure: 78 ml of 2-aminoethanol (1.3 moles) were added slowly over half an hour to a solution of 95 g of 1,1-bis(methylthio)-2-nitroethene (0.57 mole) in 500 ml of toluene at 80° C. After the addition, the mixture was held at 80° C. for half an hour, was cooled to room temperature and the solid formed was filtered off, washed with chloroform (2×100 ml portions) and was dried to give 107 g N,N'-bis(2-hydroxyethyl)-2-nitro-1,1-ethenediamine (97-98% yield) in yellowish crystal form. m.p. 145°-146° C. Reactants: C(CCl)Cl (EDC), Cl.Cl.C1(CCC1)N1CCNCCC1 (1-(Cyclobutyl)hexahydro-1H-1,4-diazepine dihydrochloride), CCN(CC)CC1=CC=CC=C1.C=CC1=CC=CC=C1.C=CC1=CC=C(C=C1)C=C (diethylaminomethyl polystyrene), C=1C=CC2=C(C1)N=NN2O (HOBT). Run in C(Cl)Cl (DCM). Conditions: time 16 hour. The product is Cl.C1(CCC1)N1CCN(CCC1)C(=O)C1=CC=C(C=C1)C1=CC=C(C=C1)C#N (4′-[(4-Cyclobutylhexahydro-1H-1,4-diazepin-1-yl)carbonyl]-4-biphenylcarbonitrile hydrochloride). Yield: 90.3%. Reaction SMILES: Cl.Cl.[CH:3]1([N:7]2[CH2:13][CH2:12][CH2:11][NH:10][CH2:9][CH2:8]2)[CH2:6][CH2:5][CH2:4]1.CC[N:16]([CH2:19][C:20]1[CH:25]=[CH:24][CH:23]=[CH:22][CH:21]=1)CC.C=[CH:27][C:28]1[CH:33]=[CH:32][CH:31]=[CH:30][CH:29]=1.C=CC1C=CC(C=C)=CC=1.C1C=CC2N([OH:53])N=NC=2C=1.C(Cl)C[Cl:56]>C(Cl)Cl>[ClH:56].[CH:3]1([N:7]2[CH2:13][CH2:12][CH2:11][N:10]([C:27]([C:28]3[CH:33]=[CH:32][C:31]([C:23]4[CH:22]=[CH:21][C:20]([C:19]#[N:16])=[CH:25][CH:24]=4)=[CH:30][CH:29]=3)=[O:53])[CH2:9][CH2:8]2)[CH2:6][CH2:5][CH2:4]1 |f:0.1.2,3.4.5,9.10|. Procedure: 1-(Cyclobutyl)-hexahydro-1H-1,4-diazepine dihydrochloride (D4) (0.15 g) was stirred with diethylaminomethyl polystyrene (1.0 g), HOBT (0.045 g), 4′-cyano-4-biophenylcarboxylic acid (0.16 g) in DCM (5 ml). EDC (0.16 g) was then added and the reaction was stirred at rt for 16 h. The polymer supported base was filtered off and the filtrate was diluted with DCM (10 ml) and washed with saturated sodium hydrogen carbonate (2×15 ml). The organic layer was then loaded directly onto a silica column eluti... The reactants are C(C)N(C(C)C)C(C)C (N-ethyldiisopropylamine), BrCCC (1-bromopropane), NCC1=NOC(=N1)C=1N=CN2C1[C@H]1N(C(C3=C2C=CS3)=O)CC1 ((S)-1-(3-aminomethyl-1,2,4-oxadiazol-5-yl)-11,11a-dihydro-8H, 10H-azeto[1,2-a]imidazo[5,1-c]thieno[3,2-e][1,4]diazepin-8-one). The solvent is CN(C=O)C (dimethylformamide). Reaction conditions: time 12 hour. The product is C(CC)N(CCC)CC1=NOC(=N1)C=1N=CN2C1[C@H]1N(C(C3=C2C=CS3)=O)CC1 ((S)-1-(dipropylaminomethyl-1,2,4-oxadiazol-5-yl)-11,11 a-dihydro-8H, 10H-azeto[1,2-a]imidazo[5,1-c]thieno[3,2-e][1,4]diazepin-8-one). Isolated yield 52.3%. RXN SMILES: C(N(C(C)C)[CH:4]([CH3:6])[CH3:5])C.Br[CH2:11][CH2:12][CH3:13].[NH2:14][CH2:15][C:16]1[N:20]=[C:19]([C:21]2[N:22]=[CH:23][N:24]3[C:30]4[CH:31]=[CH:32][S:33][C:29]=4[C:28](=[O:34])[N:27]4[CH2:35][CH2:36][C@H:26]4[C:25]=23)[O:18][N:17]=1>CN(C)C=O>[CH2:11]([N:14]([CH2:15][C:16]1[N:20]=[C:19]([C:21]2[N:22]=[CH:23][N:24]3[C:30]4[CH:31]=[CH:32][S:33][C:29]=4[C:28](=[O:34])[N:27]4[CH2:35][CH2:36][C@H:26]4[C:25]=23)[O:18][N:17]=1)[CH2:5][CH2:4][CH3:6])[CH2:12][CH3:13]. Procedure details: 4 ml (8.6 mmol) of N-ethyldiisopropylamine and 1.1 ml (12 mmol) of 1-bromopropane were added to a solution of 600 mg (1.9 mmol) of (S)-1-(3-aminomethyl-1,2,4-oxadiazol-5-yl)-11,11a-dihydro-8H, 10H-azeto[1,2-a]imidazo[5,1-c]thieno[3,2-e][1,4]diazepin-8-one in 20 ml of dimethylformamide and the mixture was stirred at 70° for 12 hours. The reaction solution was subsequently evaporated and the residue was partitioned between methylene chloride and 2N sodium carbonate solution. The aqueous phase was ... Starting materials: ClC1=CC=C(C=C1)C1(C(CN(CC1)CCC=C1C2=C(OCC3=C1C=CC=N3)C=CC(=C2)O)C)O (5-{3-[4-(4-Chloro-phenyl)-4-hydroxy-3-methyl-piperidin-1-yl]-propylidene}-5,11-dihydro-10-oxa-1-aza-dibenzo[a,d]cyclohepten-7-ol), [H-].[Na+] (sodium hydride), BrCC(=O)OC (methyl bromoacetate). Run in CN(C=O)C (dimethylformamide). Reaction conditions: time 2 hour. The product is COC(COC1=CC2=C(OC=C3C(C2=CCCN2CC(C(CC2)(O)C2=CC=C(C=C2)Cl)C)=CC=CN3)C=C1)=O ((5-{3-[4-(4-Chloro-phenyl)-4-hydroxy-3-methyl-piperidin-1-yl]-propylidene}-5,1-dihydro-10-oxa-1-aza-dibenzo[a,d]cyclohepten-7-yloxy)-acetic acid methyl ester). Isolated yield 45.5%. Reaction SMILES: [Cl:1][C:2]1[CH:7]=[CH:6][C:5]([C:8]2([OH:34])[CH2:13][CH2:12][N:11]([CH2:14][CH2:15][CH:16]=[C:17]3[C:23]4[CH:24]=[CH:25][CH:26]=[N:27][C:22]=4[CH2:21][O:20][C:19]4[CH:28]=[CH:29][C:30]([OH:32])=[CH:31][C:18]3=4)[CH2:10][CH:9]2[CH3:33])=[CH:4][CH:3]=1.[H-].[Na+].Br[CH2:38][C:39]([O:41][CH3:42])=[O:40]>CN(C)C=O>[CH3:42][O:41][C:39](=[O:40])[CH2:38][O:32][C:30]1[CH:29]=[CH:28][C:19]2[O:20][CH:21]=[C:22]3[NH:27][CH:26]=[CH:25][CH:24]=[C:23]3[C:17](=[CH:16][CH2:15][CH2:14][N:11]3[CH2:12][CH2:13][C:8]([C:5]4[CH:6]=[CH:7][C:2]([Cl:1])=[CH:3][CH:4]=4)([OH:34])[CH:9]([CH3:33])[CH2:10]3)[C:18]=2[CH:31]=1 |f:1.2|. Reported procedure: A solution of 5-{3-[4-(4-Chloro-phenyl)-4-hydroxy-3-methyl-piperidin-1-yl]-propylidene}-5,11-dihydro-10-oxa-1-aza-dibenzo[a,d]cyclohepten-7-ol (0.14 g, 0.28 mmol) in dimethylformamide (3 mL) was treated with sodium hydride (60% in mineral oil, 0.016 g, 0.4 mmol) and methyl bromoacetate (0.038 mL, 0.4 mmol). The mixture was allowed to stir at rt for 2 hr, then quenched with aqueous brine, and extracted with ethyl acetate (3×10 mL). The combined organics were washed several time with water, dried ...